From a dataset of the Open Reaction Database (ORD), a public repository of structured organic reaction records. describe an organic reaction: reactants, conditions, products, and yield Reactants: N12CCCCCC2=NCCC1 (1,8-diazabicyclo(5.4.0)undec-7-ene), BrC1=CC(=C(C(=O)N)C=C1)OC (4-bromo-2-methoxybenzamide), P(=O)(OC1=CC=CC=C1)(Cl)Cl (phenyl dichlorophosphate). Solvent: C(Cl)Cl (DCM). Run at temperature 0 celsius, time 15 minute. The product is BrC1=CC(=C(C#N)C=C1)OC (4-bromo-2-methoxybenzonitrile). The yield is 53.4%. Reaction SMILES: [Br:1][C:2]1[CH:10]=[CH:9][C:5]([C:6]([NH2:8])=O)=[C:4]([O:11][CH3:12])[CH:3]=1.N12CCCN=C1CCCCC2.P(Cl)(Cl)(OC1C=CC=CC=1)=O>C(Cl)Cl>[Br:1][C:2]1[CH:10]=[CH:9][C:5]([C:6]#[N:8])=[C:4]([O:11][CH3:12])[CH:3]=1. Procedure: A solution of 4-bromo-2-methoxybenzamide (508 mg, 2.21 mmol) in anhydrous DCM (10 mL) was cooled to 0° C. and then treated with 1,8-diazabicyclo(5.4.0)undec-7-ene (0.991 mL, 6.62 mmol). The mixture was stirred at 0° C. for 15 min, and then treated with phenyl dichlorophosphate (0.660 mL, 4.42 mmol) over 2 min. The reaction was stirred at 0° C. for 10 min, and then warmed to RT where it stirred for 1 h. After this time, the mixture was partitioned between DCM (10 mL) and saturated NH4Cl (20 mL). ... Reactants: COC=C(C(=O)OC)c1csc2ccc(CBr)cc12, O=C([O-])[O-], CN(C)C=O, [K+], [K+], Oc1ccccc1. As a reaction SMILES: [Br:1][CH2:2][c:3]1[cH:4][c:5]2[c:6]([s:7][cH:8][c:9]2[C:10]([C:11](=[O:12])[O:13][CH3:14])=[CH:15][O:16][CH3:17])[cH:18][cH:19]1.[C:27](=[O:28])([O-:29])[O-:30].[CH3:33][N:34]([CH3:35])[CH:36]=[O:37].[K+:31].[K+:32].[OH:20][c:21]1[cH:22][cH:23][cH:24][cH:25][cH:26]1>>[CH2:2]([c:3]1[cH:4][c:5]2[c:6]([s:7][cH:8][c:9]2[C:10]([C:11](=[O:12])[O:13][CH3:14])=[CH:15][O:16][CH3:17])[cH:18][cH:19]1)[O:20][c:21]1[cH:22][cH:23][cH:24][cH:25][cH:26]1. The product is COC=C(C(=O)OC)c1csc2ccc(COc3ccccc3)cc12. Reactants: COC=1C=C2C=CC(=CC2=CC1)C(C)C1=C(N=C(S1)C1=CC=CC=C1)O (5-[1-(6-methoxy-2-naphthyl)ethyl]-2-phenyl-4-hydroxythiazole), C(C)(=O)OC(C)=O (acetic anhydride). Solvent: N1=CC=CC=C1 (pyridine). The product is COC=1C=C2C=CC(=CC2=CC1)C(C)C1=C(N=C(S1)C1=CC=CC=C1)OC(C)=O (5-[1-(6-methoxy-2-naphthyl)ethyl]-2-phenyl-4-acetoxythiazole). As a reaction SMILES: [CH3:1][O:2][C:3]1[CH:4]=[C:5]2[C:10](=[CH:11][CH:12]=1)[CH:9]=[C:8]([CH:13]([C:15]1[S:19][C:18]([C:20]3[CH:25]=[CH:24][CH:23]=[CH:22][CH:21]=3)=[N:17][C:16]=1[OH:26])[CH3:14])[CH:7]=[CH:6]2.[C:27](OC(=O)C)(=[O:29])[CH3:28]>N1C=CC=CC=1>[CH3:1][O:2][C:3]1[CH:4]=[C:5]2[C:10](=[CH:11][CH:12]=1)[CH:9]=[C:8]([CH:13]([C:15]1[S:19][C:18]([C:20]3[CH:25]=[CH:24][CH:23]=[CH:22][CH:21]=3)=[N:17][C:16]=1[O:26][C:27](=[O:29])[CH3:28])[CH3:14])[CH:7]=[CH:6]2. Reported procedure: The desired compound is prepared by treatment of the product of Example 5 with acetic anhydride and pyridine. Reactants: BrC=1C=C(C(=O)O)C=CC1C (3-bromo4-methylbenzoic acid), C(C)(=O)Cl (acetyl chloride). Yields the product BrC=1C=C(C(=O)OC)C=CC1C (Methyl 3-bromo4-methylbenzoate). RXN SMILES: [Br:1][C:2]1[CH:3]=[C:4]([CH:8]=[CH:9][C:10]=1[CH3:11])[C:5]([OH:7])=[O:6].[C:12](Cl)(=O)C>>[Br:1][C:2]1[CH:3]=[C:4]([CH:8]=[CH:9][C:10]=1[CH3:11])[C:5]([O:7][CH3:12])=[O:6]. Procedure: n.m.r. δ values include 2.40 (s, 3 H), 3.90 (s, 3 H), 7.25 (d, 1 H), 7.80 (d, 1 H), 8.15 (s, 1 H), from 3-bromo4-methylbenzoic acid (2.63 g) and acetyl chloride(1.8 mL). The reactants are N#Cc1ccc(CCBr)cc1, C=CCOC(=O)C(Cc1ccc(C(=O)OC)cc1)C(=O)OCC=C, [H-], [Na+], CN(C)C=O, O. The product is C=CCOC(=O)C(CCc1ccc(C#N)cc1)(Cc1ccc(C(=O)OC)cc1)C(=O)OCC=C. As a reaction SMILES: [Br:27][CH2:28][CH2:29][c:30]1[cH:31][cH:32][c:33]([C:34]#[N:35])[cH:36][cH:37]1.[CH3:3][O:4][C:5](=[O:6])[c:7]1[cH:8][cH:9][c:10]([CH2:11][CH:12]([C:13](=[O:14])[O:15][CH2:16][CH:17]=[CH2:18])[C:19](=[O:20])[O:21][CH2:22][CH:23]=[CH2:24])[cH:25][cH:26]1.[H-:1].[Na+:2].[O:39]=[CH:40][N:41]([CH3:42])[CH3:43].[OH2:38]>>[CH3:3][O:4][C:5](=[O:6])[c:7]1[cH:8][cH:9][c:10]([CH2:11][C:12]([C:13](=[O:14])[O:15][CH2:16][CH:17]=[CH2:18])([C:19](=[O:20])[O:21][CH2:22][CH:23]=[CH2:24])[CH2:28][CH2:29][c:30]2[cH:31][cH:32][c:33]([C:34]#[N:35])[cH:36][cH:37]2)[cH:25][cH:26]1. The yield is 76.8%. Procedure details: A solution of 2-(3-chloro-4-methanesulfonyl-phenyl)-3-cyclopentyl-propionic acid (prepared as in Example 143, 50 mg, 0.15 mmol) in methylene chloride (1.5 mL) was treated with N,N-dimethylformamide (1 drop) and then cooled to 0° C. The reaction mixture was then treated dropwise with a 2M solution of oxalyl chloride in methylene chloride (0.11 mL, 0.23 mmol) and stirred at 0° C. for 30 min. The reaction mixture was then treated with a solution of 4-aminopyrimidine (29 mg, 0.30 mmol) and pyridine ... Solvent: C(Cl)Cl (methylene chloride), O (water), O1CCCC1 (tetrahydrofuran), C(Cl)Cl (methylene chloride). Product: hexanes ethyl acetate, ClC=1C=C(C=CC1S(=O)(=O)C)C(C(=O)NC1=NC=CC=N1)CC1CCCC1 (2-(3-chloro-4-methanesulfonyl-phenyl)-3-cyclopentyl-N-pyrimidin-2-yl-propionamide). The reagents and catalysts are CN(C=O)C (N,N-dimethylformamide). Reactants: ClC=1C=C(C=CC1S(=O)(=O)C)C(C(=O)O)CC1CCCC1 (2-(3-chloro-4-methanesulfonyl-phenyl)-3-cyclopentyl-propionic acid), NC1=NC=NC=C1 (4-aminopyrimidine), N1=CC=CC=C1 (pyridine), solution, C(C(=O)Cl)(=O)Cl (oxalyl chloride). Reaction SMILES: [Cl:1][C:2]1[CH:3]=[C:4]([CH:12]([CH2:16][CH:17]2[CH2:21][CH2:20][CH2:19][CH2:18]2)[C:13]([OH:15])=O)[CH:5]=[CH:6][C:7]=1[S:8]([CH3:11])(=[O:10])=[O:9].C(Cl)(=O)C(Cl)=O.N[C:29]1[CH:34]=[CH:33][N:32]=[CH:31][N:30]=1.[N:35]1C=CC=CC=1>C(Cl)Cl.CN(C)C=O.O1CCCC1.O>[Cl:1][C:2]1[CH:3]=[C:4]([CH:12]([CH2:16][CH:17]2[CH2:21][CH2:20][CH2:19][CH2:18]2)[C:13]([NH:35][C:31]2[N:32]=[CH:33][CH:34]=[CH:29][N:30]=2)=[O:15])[CH:5]=[CH:6][C:7]=1[S:8]([CH3:11])(=[O:9])=[O:10]. Reaction conditions: temperature 0 celsius, time 30 minute. The reactants are COC1=NC(=NC(=C1)OC)C1(OC(C=2C1=NC=CC2C=2SC=CC2)=O)O (7-(4,6-dimethoxypyrimidin-2-yl)-7-hydroxy-4-(2-thienyl)furo[3,4-b]pyridin-5(7H)one), B.[Na] (sodium boron hydride). Run in C(C)O (ethyl alcohol). The product is COC1=NC(=NC(=C1)OC)C1OC(C=2C1=NC=CC2C=2SC=CC2)=O (7-(4,6-dimethoxypyrimidin-2-yl)-4-(2-thienyl)furo[3,4-b]pyridin-5(7H)one). The yield is 52.3%. RXN SMILES: [CH3:1][O:2][C:3]1[CH:8]=[C:7]([O:9][CH3:10])[N:6]=[C:5]([C:11]2(O)[C:15]3=[N:16][CH:17]=[CH:18][C:19]([C:20]4[S:21][CH:22]=[CH:23][CH:24]=4)=[C:14]3[C:13](=[O:25])[O:12]2)[N:4]=1.B.[Na]>C(O)C>[CH3:10][O:9][C:7]1[CH:8]=[C:3]([O:2][CH3:1])[N:4]=[C:5]([CH:11]2[C:15]3=[N:16][CH:17]=[CH:18][C:19]([C:20]4[S:21][CH:22]=[CH:23][CH:24]=4)=[C:14]3[C:13](=[O:25])[O:12]2)[N:6]=1 |f:1.2,^1:27|. Procedure: 0.7 g of 7-(4,6-dimethoxypyrimidin-2-yl)-7-hydroxy-4-(2-thienyl)furo[3,4-b]pyridin-5(7H)one was dissolved in 30 ml of ethyl alcohol, and while this solution was stirred under cooling with ice, 0.07 g of sodium boron hydride was added thereto. The mixture was stirred at room temperature for 30 minutes, and then the ethyl alcohol was removed by distillation in vacuo. The residue was acidified with 10% hydrochloric acid and extracted with 200 ml of ethyl acetate. The extract was washed with saturat... Starting materials: S(=O)(Cl)Cl (thionyl chloride), 20g, C(CCSSCCC(=O)O)(=O)O (3,3'-dithiodipropionic acid), ClC1=CC=CC=C1 (chlorobenzene), N1=CC=CC=C1 (pyridine), S(=O)(Cl)Cl (thionyl chloride). Run at temperature 45 celsius, time 2.5 hour. Product: 36g, C(CCCCCCC)C1=NS(C=C1)=O (3-n-octylisothiazolone). As a reaction SMILES: [C:1](O)(=O)[CH2:2]CSSCCC(O)=O.Cl[C:14]1[CH:19]=CC=[CH:16][CH:15]=1.[S:20](Cl)(Cl)=[O:21].[N:24]1[CH:29]=[CH:28][CH:27]=[CH:26][CH:25]=1>>[CH2:28]([C:29]1[CH:2]=[CH:1][S:20](=[O:21])[N:24]=1)[CH2:27][CH2:26][CH2:25][CH2:19][CH2:14][CH2:15][CH3:16]. Procedure details: To a 500 ml flask fitted with a mechanical stirrer, nitrogen inlet, and an outlet to a 10% sodium hydroxide trap was charged 20g(0.095M) of 3,3'-dithiodipropionic acid, 200 ml of chlorobenzene and 0.25 ml of pyridine. An addition funnel containing 24.9 g (0.21 M) of thionyl chloride was added and the thionyl chloride was added dropwise. The mixture was warmed to 45° C. and stirred for 2.5 hours. The mixture was not homogeneous and was stirred overnight. (The reaction was still not quite homogene...